From a dataset of the Open Reaction Database (ORD), a public repository of structured organic reaction records. describe an organic reaction: reactants, conditions, products, and yield The reactants are C1=CC(=CC=C1O)C (paracresol), S(O)(O)(=O)=O (sulfuric acid), CC(=C)C1=CC=CC=C1 (α-methyl styrene). Run at time 20 hour. Yields the product CC(C1=CC=CC=C1)(C)C1=C(C=CC(=C1)C)O (2-(α, α-dimethylbenzyl)-4-methylphenol). As a reaction SMILES: [CH:1]1[C:6]([OH:7])=[CH:5][CH:4]=[C:3]([CH3:8])[CH:2]=1.S(=O)(=O)(O)O.[CH3:14][C:15]([C:17]1[CH:22]=[CH:21][CH:20]=[CH:19][CH:18]=1)=[CH2:16]>>[CH3:14][C:15]([C:1]1[CH:2]=[C:3]([CH3:8])[CH:4]=[CH:5][C:6]=1[OH:7])([CH3:16])[C:17]1[CH:22]=[CH:21][CH:20]=[CH:19][CH:18]=1. Procedure: Two hundreds and sixteen grams of paracresol is placed in a 500 ml. four-necked flask equipped with a stirrer, a thermometer, a reflux condenser and a dropping funnel. 4 g. of sulfuric acid is added therein and 236 g. of α-methyl styrene is dropped gradually at 60°C. with stirring. The dropping speed is adjusted to complete dropping in about 20 hours. Thus, 2-(α, α-dimethylbenzyl)-4-methylphenol is obtained. The resulting material is dissolved in 500 ml. of xylene and water is azeotropically rem... The reactants are CC(C)(C)P(c1ccccc1-c1ccccc1)C(C)(C)C, Brc1cnc(OCc2ccccc2)nc1, C1COCCN1, CCOC(C)=O, CC(C)(C)[O-], Cc1ccccc1, [Na+], O=C(C=Cc1ccccc1)C=Cc1ccccc1, O=C(C=Cc1ccccc1)C=Cc1ccccc1, O=C(C=Cc1ccccc1)C=Cc1ccccc1, O, [Pd], [Pd]. Product: c1ccc(COc2ncc(N3CCOCC3)cn2)cc1. As a reaction SMILES: [C:1]([P:2]([C:3]([CH3:4])([CH3:5])[CH3:6])[c:7]1[cH:8][cH:9][cH:10][cH:11][c:12]1-[c:13]1[cH:14][cH:15][cH:16][cH:17][cH:18]1)([CH3:19])([CH3:20])[CH3:21].[CH2:28]([c:29]1[cH:30][cH:31][cH:32][cH:33][cH:34]1)[O:35][c:36]1[n:37][cH:38][c:39]([Br:42])[cH:40][n:41]1.[CH2:43]1[CH2:44][O:45][CH2:46][CH2:47][NH:48]1.[CH3:112][CH2:113][O:114][C:115](=[O:116])[CH3:117].[CH3:22][C:23]([CH3:24])([O-:25])[CH3:26].[CH3:49][c:50]1[cH:51][cH:52][cH:53][cH:54][cH:55]1.[Na+:27].[O:58]=[C:59]([CH:60]=[CH:61][c:62]1[cH:63][cH:64][cH:65][cH:66][cH:67]1)[CH:68]=[CH:69][c:70]1[cH:71][cH:72][cH:73][cH:74][cH:75]1.[O:76]=[C:77]([CH:78]=[CH:79][c:80]1[cH:81][cH:82][cH:83][cH:84][cH:85]1)[CH:86]=[CH:87][c:88]1[cH:89][cH:90][cH:91][cH:92][cH:93]1.[O:94]=[C:95]([CH:96]=[CH:97][c:98]1[cH:99][cH:100][cH:101][cH:102][cH:103]1)[CH:104]=[CH:105][c:106]1[cH:107][cH:108][cH:109][cH:110][cH:111]1.[OH2:118].[Pd:56].[Pd:57]>>[CH2:28]([c:29]1[cH:30][cH:31][cH:32][cH:33][cH:34]1)[O:35][c:36]1[n:37][cH:38][c:39]([N:48]2[CH2:43][CH2:44][O:45][CH2:46][CH2:47]2)[cH:40][n:41]1. Starting materials: Cc1[nH]c2ccc(CCOS(C)(=O)=O)cc2c1C(=O)OCc1ccccc1, CCOCC, CN, CCO. Yields the product CNCCc1ccc2[nH]c(C)c(C(=O)OCc3ccccc3)c2c1. Reaction SMILES: [CH2:1]([c:2]1[cH:3][cH:4][cH:5][cH:6][cH:7]1)[O:8][C:9](=[O:10])[c:11]1[c:12]([CH3:27])[nH:13][c:14]2[cH:15][cH:16][c:17]([CH2:20][CH2:21][O:22][S:23]([CH3:24])(=[O:25])=[O:26])[cH:18][c:19]12.[CH3:28][CH2:29][O:30][CH2:31][CH3:32].[CH3:33][NH2:34].[CH3:35][CH2:36][OH:37]>>[CH2:1]([c:2]1[cH:3][cH:4][cH:5][cH:6][cH:7]1)[O:8][C:9](=[O:10])[c:11]1[c:12]([CH3:27])[nH:13][c:14]2[cH:15][cH:16][c:17]([CH2:20][CH2:21][NH:34][CH3:33])[cH:18][c:19]12. Starting materials: C([O-])([O-])=O.[K+].[K+] (potassium carbonate), C(C)(=O)OCC (ethyl acetate), BrN1C(CCC1=O)=O (N-bromosuccinimide), Cl.COC(=O)CC1NC2=CC=CC=C2CC1 (2-methoxycarbonylmethyltetrahydroquinoline hydrochloride). Run in CN(C)C=O (DMF), O (water). Run at time 5 hour. Product: BrC=1C=C2CCC(NC2=CC1)CC(=O)OC (6-Bromo-2-methoxycarbonylmethyltetrahydroquinoline). As a reaction SMILES: C(=O)([O-])[O-].[K+].[K+].C(OCC)(=O)C.Cl.[CH3:14][O:15][C:16]([CH2:18][CH:19]1[CH2:28][CH2:27][C:26]2[C:21](=[CH:22][CH:23]=[CH:24][CH:25]=2)[NH:20]1)=[O:17].[Br:29]N1C(=O)CCC1=O>CN(C=O)C.O>[Br:29][C:24]1[CH:25]=[C:26]2[C:21](=[CH:22][CH:23]=1)[NH:20][CH:19]([CH2:18][C:16]([O:15][CH3:14])=[O:17])[CH2:28][CH2:27]2 |f:0.1.2,4.5|. Procedure: In a mixture of aqueous solution of potassium carbonate (30 g) and ethyl acetate was dispersed 2-methoxycarbonylmethyltetrahydroquinoline hydrochloride (24.8 g, 0.1 mol). The organic layer was separated, dried over magnesium sulfate, and concentrated. The residue was dissolved in DMF (400 mL) and a solution of N-bromosuccinimide (21.36 g, 0.12 mol)in DMF (400 mL) was added dropwise at 0° C. The mixture was stirred for 5 h at room temperature, poured into water (250 mL), and extracted with ether ... Reactants: [H-].[Na+] (sodium hydride), CI (methyl iodide), ClC1=C(CC2=CNC3=CC=C(C=C23)C(=O)OC)C=CC(=C1)Cl (3-(2,4-dichlorobenzyl)-5-methoxycarbonylindole). Run in CN(C=O)C (N,N-dimethylformamide). Run at time 19 hour. Yields the product ClC1=C(CC2=CN(C3=CC=C(C=C23)C(=O)OC)C)C=CC(=C1)Cl (3-(2,4-dichlorobenzyl)-5-methoxycarbonyl-1-methylindole). The yield is 84.7%. Reaction SMILES: [H-].[Na+].[CH3:3]I.[Cl:5][C:6]1[CH:25]=[C:24]([Cl:26])[CH:23]=[CH:22][C:7]=1[CH2:8][C:9]1[C:17]2[C:12](=[CH:13][CH:14]=[C:15]([C:18]([O:20][CH3:21])=[O:19])[CH:16]=2)[NH:11][CH:10]=1>CN(C)C=O>[Cl:5][C:6]1[CH:25]=[C:24]([Cl:26])[CH:23]=[CH:22][C:7]=1[CH2:8][C:9]1[C:17]2[C:12](=[CH:13][CH:14]=[C:15]([C:18]([O:20][CH3:21])=[O:19])[CH:16]=2)[N:11]([CH3:3])[CH:10]=1 |f:0.1|. Procedure: 60% sodium hydride (0.07 g) and then methyl iodide (0.18 g) are added in that order to an N,N-dimethylformamide solution of 3-(2,4-dichlorobenzyl)-5-methoxycarbonylindole (0.34 g), and stirred at room temperature for 19 hours. After concentrated under reduced pressure, this is extracted with water and ethyl acetate. The resulting extract is washed with water, dried, concentrated, and purified through silica gel column chromatography (eluent: hexane/ethyl acetate=9/1 to 7/1) to obtain 3-(2,4-dich...